This data is from the Open Reaction Database (ORD), a public repository of structured organic reaction records. The task is: describe an organic reaction: reactants, conditions, products, and yield Reactants: N(=[N+]=[N-])C1C(C(CC1)C1=NN=CN1C)C1=CC=C(C=C1)F (1-(RS)-(Azido)-2-(RS)-(4-fluorophenyl)-3-(RS)-(4-methyl-1,2,4-triazol-3-yl)cyclopentane). Reagents/catalysts: [Pd] (Pd/C). Solvent: CO (methanol). Yields the product NC1C(C(CC1)C1=NN=CN1C)C1=CC=C(C=C1)F (1-(RS)-(Amino)-2-(RS)-(4-fluorophenyl)-3-(RS)-(4-methyl-1,2,4-triazol-3-yl)cyclopentane). The yield is 24.4%. As a reaction SMILES: [N:1]([CH:4]1[CH2:8][CH2:7][CH:6]([C:9]2[N:13]([CH3:14])[CH:12]=[N:11][N:10]=2)[CH:5]1[C:15]1[CH:20]=[CH:19][C:18]([F:21])=[CH:17][CH:16]=1)=[N+]=[N-]>CO.[Pd]>[NH2:1][CH:4]1[CH2:8][CH2:7][CH:6]([C:9]2[N:13]([CH3:14])[CH:12]=[N:11][N:10]=2)[CH:5]1[C:15]1[CH:16]=[CH:17][C:18]([F:21])=[CH:19][CH:20]=1. Procedure details: A solution of 90 mg of the product from Step E in 5 mL of methanol was hydrogenated over 25 mg of 10% Pd/C at 40 psi for 2 h and then filtered and evaporated. The residue was purified by flash chromatography eluting with 1% NH4OH/10% methanol in methylene chloride to obtain 20 mg of title compound. T.l.c. (5% methanol in methylene chloride) Rf =0.1. Reactants: O (Water), C([O-])([O-])=O.[K+].[K+] (potassium carbonate), ClCCCI (1-chloro-3-iodopropane), Cl.NC(C(=O)OCC)(C)C (ethyl aminoisobutyrate hydrochloride). Solvent: CN(C)C=O (DMF). Run at time 8 hour. The product is ClCCCNC(C(=O)OCC)(C)C (ethyl 2-(3-chloropropylamino)isobutyrate). Yield: 102.5%. RXN SMILES: Cl.[NH2:2][C:3]([CH3:10])([CH3:9])[C:4]([O:6][CH2:7][CH3:8])=[O:5].C(=O)([O-])[O-].[K+].[K+].[Cl:17][CH2:18][CH2:19][CH2:20]I.O>CN(C=O)C>[Cl:17][CH2:18][CH2:19][CH2:20][NH:2][C:3]([CH3:10])([CH3:9])[C:4]([O:6][CH2:7][CH3:8])=[O:5] |f:0.1,2.3.4|. Procedure: A solution of ethyl aminoisobutyrate hydrochloride (10 g) in DMF (50 mL) was cooled to 0° C. To the solution were added potassium carbonate (18 g) and 1-chloro-3-iodopropane (12 g), and the mixture was stirred overnight at 0° C. to room temperature. Water was added to the reaction solution and the mixture was extracted with ethyl acetate. The organic layer was washed with water and dried over anhydrous sodium sulfate. The solvent was distilled off under reduced pressure to give 12.5 g of crude e... Starting materials: Cc1cc(C)nc(N(CCN(C(C)C)C(C)C)C(=O)Oc2ccccc2)n1, Cl, N, C1CCOC1. The product is Cc1cc(C)nc(N(CCN(C(C)C)C(C)C)C(N)=O)n1. RXN SMILES: [CH:3]([CH3:4])([CH3:5])[N:6]([CH2:7][CH2:8][N:9]([C:10]([O:11][c:13]1[cH:14][cH:15][cH:16][cH:17][cH:18]1)=[O:12])[c:19]1[n:20][c:21]([CH3:26])[cH:22][c:23]([CH3:25])[n:24]1)[CH:27]([CH3:28])[CH3:29].[ClH:2].[NH3:1].[O:30]1[CH2:31][CH2:32][CH2:33][CH2:34]1>>[NH2:1][C:10]([N:9]([CH2:8][CH2:7][N:6]([CH:3]([CH3:4])[CH3:5])[CH:27]([CH3:28])[CH3:29])[c:19]1[n:20][c:21]([CH3:26])[cH:22][c:23]([CH3:25])[n:24]1)=[O:11].